From a dataset of the Open Reaction Database (ORD), a public repository of structured organic reaction records. describe an organic reaction: reactants, conditions, products, and yield Starting materials: C1CCOC1, Cc1cc([N+](=O)[O-])c2c(c1Cl)CC(C)O2, [H][H]. Product: Cc1cc(N)c2c(c1Cl)CC(C)O2. RXN SMILES: [CH2:18]1[O:19][CH2:20][CH2:21][CH2:22]1.[CH3:1][CH:2]1[O:3][c:4]2[c:5]([c:7]([Cl:15])[c:8]([CH3:14])[cH:9][c:10]2[N+:11]([O-:12])=[O:13])[CH2:6]1.[H:16][H:17]>>[CH3:1][CH:2]1[O:3][c:4]2[c:5]([c:7]([Cl:15])[c:8]([CH3:14])[cH:9][c:10]2[NH2:11])[CH2:6]1. Reactants: CeCl3, C(C1=CC=CC=C1)N1CCN(CC1)CCC#N (3-(4-benzyl-1-piperazinyl)propanenitrile), C(CCC[Li])[Li] (butanediyl dilithium), C(C)OCC (diethylether), [OH-].[Na+] (NaOH), C(C1=CC=CC=C1)N1CCNCC1 (1-benzylpiperazine). Solvent: O1CCCC1 (tetrahydrofuran), O1CCCC1 (tetrahydrofuran). Reaction conditions: time 1 day. Product: C(C1=CC=CC=C1)N1CCN(CC1)CCC1(CCCC1)N (1-[2-(4-Benzyl-1-piperazinyl)ethyl]cyclopentylamine). RXN SMILES: [CH2:1]([Li])[CH2:2][CH2:3][CH2:4][Li].C(OCC)C.[CH2:12]([N:19]1[CH2:24][CH2:23][N:22]([CH2:25][CH2:26][C:27]#[N:28])[CH2:21][CH2:20]1)[C:13]1[CH:18]=[CH:17][CH:16]=[CH:15][CH:14]=1.[OH-].[Na+].C(N1CCNCC1)C1C=CC=CC=1>O1CCCC1>[CH2:12]([N:19]1[CH2:20][CH2:21][N:22]([CH2:25][CH2:26][C:27]2([NH2:28])[CH2:4][CH2:3][CH2:2][CH2:1]2)[CH2:23][CH2:24]1)[C:13]1[CH:14]=[CH:15][CH:16]=[CH:17][CH:18]=1 |f:3.4|. Procedure details: CeCl3 (50.0 g,/203 mmol) was dried in vacuo for 20 hours at 150° C. After cooling to room temperature, tetrahydrofuran (500 ml) was added under nitrogen and the resulting suspension was stirred for 1 d. After cooling to −78° C., to the suspension was added dropwise butanediyl dilithium in diethylether (90 mmol), which was prepared according to the literature (J. Org. Chem., 1990, 55, 5406) and the mixture was stirred for 1 hour. To the mixture was added dropwise a solution of 3-(4-benzyl-1-piper...